Dataset: the Open Reaction Database (ORD), a public repository of structured organic reaction records. Task: describe an organic reaction: reactants, conditions, products, and yield Starting materials: CS(=O)(=O)NCC1=CC=C(C=C1)B(O)O ((4-methanesulfonylaminomethylphenyl) boronic acid), ClC=1C(=NC=CN1)N1CCN(CC1)CC=1C=NN(C1C)CC (3′-chloro-4-(1-ethyl-5-methyl-1H-pyrazol-4-ylmethyl)-3,4,5,6-tetrahydro-2H-[1,2′]bipyrazinyl), O (water), C([O-])([O-])=O.[K+].[K+] (potassium carbonate), CS(=O)(=O)NCC1=CC=C(C=C1)B(O)O ((4-methanesulfonylaminomethylphenyl)boronic acid). The reagents and catalysts are C=1C=CC(=CC1)[P](C=2C=CC=CC2)(C=3C=CC=CC3)[Pd]([P](C=4C=CC=CC4)(C=5C=CC=CC5)C=6C=CC=CC6)([P](C=7C=CC=CC7)(C=8C=CC=CC8)C=9C=CC=CC9)[P](C=1C=CC=CC1)(C=1C=CC=CC1)C=1C=CC=CC1 (tetrakis(triphenylphosphine)palladium(0)), C=1C=CC(=CC1)[P](C=2C=CC=CC2)(C=3C=CC=CC3)[Pd]([P](C=4C=CC=CC4)(C=5C=CC=CC5)C=6C=CC=CC6)([P](C=7C=CC=CC7)(C=8C=CC=CC8)C=9C=CC=CC9)[P](C=1C=CC=CC1)(C=1C=CC=CC1)C=1C=CC=CC1 (tetrakis(triphenylphosphine)palladium(0)). Run in CN(C(C)=O)C (N,N-dimethylacetamide). Reaction conditions: temperature 70 celsius, time 72 hour. Yields the product Cl.C(C)N1N=CC(=C1C)CN1CCN(CC1)C1=NC=CN=C1C1=CC=C(CNS(=O)(=O)C)C=C1 (N-{4-[4-(1-Ethyl-5-methyl-1H-pyrazol-4-ylmethyl)-3,4,5,6-tetrahydro-2H-[1,2′]bipyrazinyl-3′-yl]-benzyl}-methanesulfonamide hydrochloride). The yield is 78.4%. Reaction SMILES: [Cl:1][C:2]1[C:3]([N:8]2[CH2:13][CH2:12][N:11]([CH2:14][C:15]3[CH:16]=[N:17][N:18]([CH2:21][CH3:22])[C:19]=3[CH3:20])[CH2:10][CH2:9]2)=[N:4][CH:5]=[CH:6][N:7]=1.C(=O)([O-])[O-].[K+].[K+].[CH3:29][S:30]([NH:33][CH2:34][C:35]1[CH:40]=[CH:39][C:38](B(O)O)=[CH:37][CH:36]=1)(=[O:32])=[O:31].O>CN(C)C(=O)C.C1C=CC([P]([Pd]([P](C2C=CC=CC=2)(C2C=CC=CC=2)C2C=CC=CC=2)([P](C2C=CC=CC=2)(C2C=CC=CC=2)C2C=CC=CC=2)[P](C2C=CC=CC=2)(C2C=CC=CC=2)C2C=CC=CC=2)(C2C=CC=CC=2)C2C=CC=CC=2)=CC=1>[ClH:1].[CH2:21]([N:18]1[C:19]([CH3:20])=[C:15]([CH2:14][N:11]2[CH2:12][CH2:13][N:8]([C:3]3[C:2]([C:38]4[CH:39]=[CH:40][C:35]([CH2:34][NH:33][S:30]([CH3:29])(=[O:31])=[O:32])=[CH:36][CH:37]=4)=[N:7][CH:6]=[CH:5][N:4]=3)[CH2:9][CH2:10]2)[CH:16]=[N:17]1)[CH3:22] |f:1.2.3,8.9,^1:54,56,75,94|. Procedure details: Combine 3′-chloro-4-(1-ethyl-5-methyl-1H-pyrazol-4-ylmethyl)-3,4,5,6-tetrahydro-2H-[1,2′]bipyrazinyl (0.300 g, 0.935 mmol), potassium carbonate (0.310 g, 2.24 mmol), (4-methanesulfonylaminomethylphenyl)boronic acid (0.257 g, 1.12 mmol), and tetrakis(triphenylphosphine)palladium(0) (0.011 g, 0.009 mmol) in N,N-dimethylacetamide (1.9 mL). Add water (940 μL), and reflux reaction for 6 hr. Continue to heat at 70° C. for 18 hr. Add (4-methanesulfonylaminomethylphenyl) boronic acid (0.129 g, 0.56 mmol... Reactants: B.[Na] (sodium boron hydride), C(CCCCCCCC)C=1C(=C(C=C(C1)C)C(=O)C1=C(C(=CC(=C1)C)CCCCCCCCC)O)O (n-nonyl-2-hydroxy-5-methylphenylketone), C(C)(=O)O (acetic acid). Solvent: O (water), [OH-].[Na+] (sodium hydroxide), O (water), C(C)O (ethanol). Conditions: temperature 40 celsius, time 2 hour. Yields the product OC(CCCCCCCCC)C1=C(C=CC(=C1)C)O (2-(1'-hydroxydecyl)-4-methylphenol). Isolated yield 25.3%. As a reaction SMILES: [CH2:1]([C:10]1[C:11](O)=[C:12]([C:17]([C:19]2[CH:24]=[C:23]([CH3:25])[CH:22]=[C:21](CCCCCCCCC)[C:20]=2[OH:35])=[O:18])C=C(C)C=1)[CH2:2][CH2:3][CH2:4][CH2:5][CH2:6]CCC.B.[Na].C(O)(=O)C>C(O)C.O.[OH-].[Na+]>[OH:18][CH:17]([C:19]1[CH:24]=[C:23]([CH3:25])[CH:22]=[CH:21][C:20]=1[OH:35])[CH2:12][CH2:11][CH2:10][CH2:1][CH2:2][CH2:3][CH2:4][CH2:5][CH3:6] |f:1.2,6.7,^1:37|. Reported procedure: 52.5 g of n-nonyl-2-hydroxy-5-methylphenylketone were dissolved in 100 ml of ethanol. A solution of 9.1 g of sodium boron hydride dissolved in 50 ml of water containing 1.1 g of sodium hydroxide was added dropwise thereto. The mixture was stirred at 40° C. for 2 hours. 100 ml of water was added thereto. Further, 20 ml of acetic acid was slowly added dropwise thereto. After the addition, the reaction mixture was extracted with ethyl acetate, and the organic layer was concentrated. 200 ml of hexan... Reactants: [BH4-], CO, CN1CCC(C(=O)c2ccc(F)cc2)CC1, [Na+]. Yields the product CN1CCC(C(O)c2ccc(F)cc2)CC1. As a reaction SMILES: [BH4-:17].[CH3:19][OH:20].[F:1][c:2]1[cH:3][cH:4][c:5]([C:8](=[O:9])[CH:10]2[CH2:11][CH2:12][N:13]([CH3:16])[CH2:14][CH2:15]2)[cH:6][cH:7]1.[Na+:18]>>[F:1][c:2]1[cH:3][cH:4][c:5]([CH:8]([OH:9])[CH:10]2[CH2:11][CH2:12][N:13]([CH3:16])[CH2:14][CH2:15]2)[cH:6][cH:7]1. The reactants are CS(C)=O, CCN(C(C)C)C(C)C, O, c1ccc(-c2csc(N3CCNCC3)n2)cc1, O=C(Nc1ccncn1)OCC(Cl)(Cl)Cl. The product is O=C(Nc1ccncn1)N1CCN(c2nc(-c3ccccc3)cs2)CC1. As a reaction SMILES: [CH3:42][S:43]([CH3:44])=[O:45].[CH:33]([N:34]([CH:35]([CH3:36])[CH3:37])[CH2:38][CH3:39])([CH3:40])[CH3:41].[OH2:46].[c:16]1(-[c:22]2[n:23][c:24]([N:27]3[CH2:28][CH2:29][NH:30][CH2:31][CH2:32]3)[s:25][cH:26]2)[cH:17][cH:18][cH:19][cH:20][cH:21]1.[n:1]1[cH:2][n:3][c:4]([NH:7][C:8]([O:9][CH2:10][C:11]([Cl:12])([Cl:13])[Cl:14])=[O:15])[cH:5][cH:6]1>>[n:1]1[cH:2][n:3][c:4]([NH:7][C:8](=[O:15])[N:30]2[CH2:29][CH2:28][N:27]([c:24]3[n:23][c:22](-[c:16]4[cH:17][cH:18][cH:19][cH:20][cH:21]4)[cH:26][s:25]3)[CH2:32][CH2:31]2)[cH:5][cH:6]1.